This data is from the Open Reaction Database (ORD), a public repository of structured organic reaction records. The task is: describe an organic reaction: reactants, conditions, products, and yield Reactants: C(C)(C)C1=CC=NC=C1 (4-isopropylpyridine), Cl.N1CCCCC1 (piperidine hydrochloride), C=O (paraformaldehyde). Run in C(C)O (ethanol). Product: N1(CCCCC1)CC(C)(C)C1=CC=NC=C1 (4-[2-(1-piperidinyl)-1,1-dimethylethyl]pyridine). Isolated yield 17.0%. Reaction SMILES: [CH:1]([C:4]1[CH:9]=[CH:8][N:7]=[CH:6][CH:5]=1)([CH3:3])[CH3:2].Cl.[NH:11]1[CH2:16][CH2:15][CH2:14][CH2:13][CH2:12]1.[CH2:17]=O>C(O)C>[N:11]1([CH2:2][C:1]([C:4]2[CH:9]=[CH:8][N:7]=[CH:6][CH:5]=2)([CH3:17])[CH3:3])[CH2:16][CH2:15][CH2:14][CH2:13][CH2:12]1 |f:1.2|. Procedure details: A suspension of 70 g (0.58 M) of 4-isopropylpyridine, 250 g (2 M) of piperidine hydrochloride and 85 g of paraformaldehyde in 600 ml of 95% ethanol is held under reflux for 48 hours. The reaction mixture is then concentrated under reduced pressure and the residue is taken up with 650 ml of 3N sodium hydroxide and extracted with thrice 250 ml of ethyl acetate. The combined organic phases are washed with a solution of sodium chloride, dried and concentrated under reduced pressure. The crude produc... Reactants: C([O-])([O-])=O.[K+].[K+] (potassium carbonate), FC=1C=C(C=CC1C1(CCSCC1)O)NC(OCC(C)C)=O (2-Methylpropyl [3-fluoro-4-(tetrahydro-4-hydroxy-2H-thiopyran-4-yl)phenyl]carbamate), C[Si](O[Si](C)(C)C)(C)C (hexamethyldisiloxane), polymethylhydrosiloxane, C1(=CC=C(C=C1)S(=O)(=O)O)C (p-toluenesulfonic acid), CC(COC(NC1=CC(=C(C=C1)C=1CCSCC1)F)=O)C (2-methylpropyl[4-(3,6-dihydro-2H-thiopyran-4-yl)-3-fluorophenyl]carbamate). The solvent is O (water), C1(=CC=CC=C1)C (Toluene), C1(=CC=CC=C1)C (toluene), C1(=CC=CC=C1)C (toluene). Run at time 5.5 hour. Yields the product FC=1C=C(C=CC1C1CCSCC1)NC(OCC(C)C)=O (2-Methylpropyl [3-fluoro-4-(tetrahydro-2H-thiopyran-4-yl)phenyl]carbamate), ethyl acetate hexanes. As a reaction SMILES: [F:1][C:2]1[CH:3]=[C:4]([NH:15][C:16](=[O:22])[O:17][CH2:18][CH:19]([CH3:21])[CH3:20])[CH:5]=[CH:6][C:7]=1[C:8]1(O)[CH2:13][CH2:12][S:11][CH2:10][CH2:9]1.C[Si](C)(C)O[Si](C)(C)C.C1(C)C=CC(S(O)(=O)=O)=CC=1.CC(C)COC(=O)NC1C=CC(C2CCSCC=2)=C(F)C=1.C(=O)([O-])[O-].[K+].[K+]>C1(C)C=CC=CC=1.O>[F:1][C:2]1[CH:3]=[C:4]([NH:15][C:16](=[O:22])[O:17][CH2:18][CH:19]([CH3:20])[CH3:21])[CH:5]=[CH:6][C:7]=1[CH:8]1[CH2:13][CH2:12][S:11][CH2:10][CH2:9]1 |f:4.5.6|. Procedure details: To a slurry of 2-methylpropyl [3-fluoro-4-(tetrahydro-4-hydroxy-2H-thiopyran-4-yl)phenyl]carbamate (IV, EXAMPLE 2, 25.06 g, 76.54 mmol) in toluene (150 ml), hexamethyldisiloxane (48 ml, 225.84 mmol, 2.95 eq), and polymethylhydrosiloxane (27.0 ml, 452 mmol, 5.90 eq) is added a 55° mixture of anhydrous p-toluenesulfonic acid (114.3 g, 664 mmol, 8.68 eq) in toluene (100 ml) while maintaining the temperature from about 15 to about 20°. HPLC shows complete conversion to 2-methylpropyl[4-(3,6-dihydro-... Reactants: BrCCCOC1CCCCO1, CCCC[N+](CCCC)(CCCC)CCCC, CC#N, [I-], c1ccc(P(c2ccccc2)c2ccccc2)cc1. Product: [Br-], c1ccc([P+](CCCOC2CCCCO2)(c2ccccc2)c2ccccc2)cc1. RXN SMILES: [Br:1][CH2:2][CH2:3][CH2:4][O:5][CH:6]1[O:7][CH2:8][CH2:9][CH2:10][CH2:11]1.[CH2:32]([N+:33]([CH2:34][CH2:35][CH2:36][CH3:37])([CH2:38][CH2:39][CH2:40][CH3:41])[CH2:42][CH2:43][CH2:44][CH3:45])[CH2:46][CH2:47][CH3:48].[CH3:49][C:50]#[N:51].[I-:31].[c:12]1([P:18]([c:19]2[cH:20][cH:21][cH:22][cH:23][cH:24]2)[c:25]2[cH:26][cH:27][cH:28][cH:29][cH:30]2)[cH:13][cH:14][cH:15][cH:16][cH:17]1>>[Br-:1].[CH2:2]([CH2:3][CH2:4][O:5][CH:6]1[O:7][CH2:8][CH2:9][CH2:10][CH2:11]1)[P+:18]([c:12]1[cH:13][cH:14][cH:15][cH:16][cH:17]1)([c:19]1[cH:20][cH:21][cH:22][cH:23][cH:24]1)[c:25]1[cH:26][cH:27][cH:28][cH:29][cH:30]1. Starting materials: CS(=O)(=O)C1=CC=C(C=C1)Br (4-bromophenyl methyl sulfone), C(=O)(OC(C)(C)C)N1CCNCC1 (N-Boc-piperazine). Product: C(C)(C)(C)OC(=O)N1CCN(CC1)C1=CC=C(C=C1)S(=O)(=O)C (4-(4-Methanesulfonyl-phenyl)-piperazine-1-carboxylic acid tert-butyl ester). RXN SMILES: [CH3:1][S:2]([C:5]1[CH:10]=[CH:9][C:8](Br)=[CH:7][CH:6]=1)(=[O:4])=[O:3].[C:12]([N:19]1[CH2:24][CH2:23][NH:22][CH2:21][CH2:20]1)([O:14][C:15]([CH3:18])([CH3:17])[CH3:16])=[O:13]>>[C:15]([O:14][C:12]([N:19]1[CH2:24][CH2:23][N:22]([C:8]2[CH:9]=[CH:10][C:5]([S:2]([CH3:1])(=[O:4])=[O:3])=[CH:6][CH:7]=2)[CH2:21][CH2:20]1)=[O:13])([CH3:18])([CH3:16])[CH3:17]. Reported procedure: The title compound was prepared according to the procedure described for example AX from 4-bromophenyl methyl sulfone and N-Boc-piperazine (31%, white solid, MS (m/e): 241.2(M-Boc, 100%) Reactants: FC=1C=C(C=C(C1)F)CC(=O)O (3,5-difluorophenylacetic acid), foam, hexanes EtOAc, NC(C)C=1N(CC(N1)(C1=CC=CC=C1)C(=O)OC)C(=O)OC(C)(C)C (2-(1-aminoethyl)-1-tert-butoxycarbonyl-4-methoxycarbonyl-4-phenyl-2-imidazoline). Product: FC=1C=C(C=C(C1)F)CC(=O)NC(C)C=1NCC(N1)(C1=CC=CC=C1)C(=O)OC (2-[1-(3,5-difluorophenylacetamido)ethyl]-4-methoxycarbonyl-4-phenyl-2-imidazoline). Reaction SMILES: [F:1][C:2]1[CH:3]=[C:4]([CH2:9][C:10]([OH:12])=O)[CH:5]=[C:6]([F:8])[CH:7]=1.[NH2:13][CH:14]([C:16]1[N:17](C(OC(C)(C)C)=O)[CH2:18][C:19]([C:27]([O:29][CH3:30])=[O:28])([C:21]2[CH:26]=[CH:25][CH:24]=[CH:23][CH:22]=2)[N:20]=1)[CH3:15]>>[F:8][C:6]1[CH:5]=[C:4]([CH2:9][C:10]([NH:13][CH:14]([C:16]2[NH:17][CH2:18][C:19]([C:27]([O:29][CH3:30])=[O:28])([C:21]3[CH:26]=[CH:25][CH:24]=[CH:23][CH:22]=3)[N:20]=2)[CH3:15])=[O:12])[CH:3]=[C:2]([F:1])[CH:7]=1. Procedure: Following General Procedure C above and using 3,5-difluorophenylacetic acid (Aldrich) and 1-tert-butoxycarbonyl-2-(1-aminoethyl)-4-methoxycarbonyl-4-phenyl-2-imidazoline (Example K), the title compound was prepared as a white foam (90%). The reaction was monitored by tlc (Rf=0.39 in 3:2 hexanes/EtOAc) and the product was purified by flash column chromatography. Reactants: CO (Methanol), S(=O)(Cl)Cl (thionyl chloride), N[C@H](C(=O)O)CN (2(S),3-Diaminopropanoic acid), CO (methanol). Reaction conditions: time 8 hour. Yields the product S(=O)(Cl)Cl (thionyl chloride), Cl.N[C@H](C(=O)OC)CN (Methyl 2(S),3-diaminopropionate hydrochloride). RXN SMILES: [S:1]([Cl:4])([Cl:3])=[O:2].[NH2:5][C@@H:6]([CH2:10][NH2:11])[C:7]([OH:9])=[O:8].[CH3:12]O>>[S:1]([Cl:4])([Cl:3])=[O:2].[ClH:3].[NH2:5][C@@H:6]([CH2:10][NH2:11])[C:7]([O:9][CH3:12])=[O:8] |f:4.5|. Procedure: Methanol (400 mL) was cooled to 0° C. and thionyl chloride (217 mL, 3.0 moles, 20 eq) was added dropwise under argon. After addition was completed, the solution was warmed to RT for 20 min. 2(S),3-Diaminopropanoic acid 2-1 (20 g, 0.143 mole) (Schweizerhall Chemicals) was crushed to a fine powder and added to the solution. The reaction was heated to reflux for 48 h, at which time TLC showed a small amount of starting material remaining. An additional portion of methanol (100 mL) and thionyl chlor... The reactants are CrO2, CrO2, C(C)C1=C(C=C(C=N1)CO)F ((6-ethyl-5-fluoro-3-pyridinyl)methanol), C(Cl)Cl.CO (DCM MeOH). The solvent is C(Cl)Cl (DCM). Reaction conditions: temperature 40 celsius, time 6 hour. The product is C(C)C1=C(C=C(C=N1)C=O)F (6-Ethyl-5-fluoro-3-pyridinecarbaldehyde). Isolated yield 59.3%. RXN SMILES: [CH2:1]([C:3]1[N:8]=[CH:7][C:6]([CH2:9][OH:10])=[CH:5][C:4]=1[F:11])[CH3:2].C(Cl)Cl.CO>C(Cl)Cl>[CH2:1]([C:3]1[N:8]=[CH:7][C:6]([CH:9]=[O:10])=[CH:5][C:4]=1[F:11])[CH3:2] |f:1.2|. Procedure details: CrO2 (Magtrieve) (796 mg, 9.48 mmol) was added to a solution of (6-ethyl-5-fluoro-3-pyridinyl)methanol (98 mg, 0.632 mmol) in DCM (5 ml) and the mixture was stirred at 40° C. for 6 h. TLC (10% DCM/MeOH) showed starting material remaining. An excess of CrO2 (Magtrieve) (530 mg, 6.32 mmol) was added. After stirring for 12 h, TLC showed the reaction had been completed. The resulting suspension was filtered and washed with DCM. The filtrate was concentrated under reduced pressure to give 57.4 mg of ...